Dataset: the Open Reaction Database (ORD), a public repository of structured organic reaction records. Task: describe an organic reaction: reactants, conditions, products, and yield The reactants are BrBr (bromine), [Li+].[Br-] (LiBr), BrBr.[Li+].[Br-] (bromine LiBr), N1C(=CC2=CC=CC=C12)C(=O)O (indolecarboxylic acid), N1C=CC2=CC(=CC=C12)C(=O)O (Indole-5-carboxylic acid), [Br-].[Li+] (lithium bromide). Reagents/catalysts: [Zn] (Zn). Solvent: C(C)O (ethanol), C(C)(C)(C)O (tert-butanol), C(C)(=O)O (acetic acid). Reaction conditions: time 1 hour. Product: N1C(CC2=CC(=CC=C12)C(=O)O)=O (Oxindole-5-carboxylic acid). As a reaction SMILES: [NH:1]1[C:9]2[C:4](=[CH:5][C:6]([C:10]([OH:12])=[O:11])=[CH:7][CH:8]=2)[CH:3]=[CH:2]1.[Br-].[Li+].BrBr.BrBr.[Li+].[Br-].N1C2C(=CC=CC=2)C=C1C(O)=[O:31]>C(O)C.C(O)(=O)C.[Zn].C(O)(C)(C)C>[NH:1]1[C:9]2[C:4](=[CH:5][C:6]([C:10]([OH:12])=[O:11])=[CH:7][CH:8]=2)[CH2:3][C:2]1=[O:31] |f:1.2,4.5.6|. Reported procedure: Indole-5-carboxylic acid 5.00 g (31.0 mmol) solution in ethanol 99% 120 mL and tert-butanol 180 mL in a 1 L RB flask was cooled on ice bath to +5° C. Meanwhile, a solution of lithium bromide 9.0 g (103.6 mmol) in neat acetic acid 60 mL was placed into an addition funnel. Neat bromine 5.0 mL (16.0 g; 100.1 mmol) was then charged to this LiBr solution and the resulting bromine+LiBr solution was dropwise added into the vigorously stirred indolecarboxylic acid solution at +5° C. over a 90 min period... The reactants are COC(=O)C1=NC=C(C=C1)OCC(C(F)(F)F)(F)F (5-(2,2,3,3,3-pentafluoro-propoxy)-pyridine-2-carboxylic acid methyl ester), [OH-].[Li+] (lithium hydroxide). The product is FC(COC=1C=CC(=NC1)C(=O)O)(C(F)(F)F)F (5-(2,2,3,3,3-pentafluoro-propoxy)-pyridine-2-carboxylic acid). RXN SMILES: C[O:2][C:3]([C:5]1[CH:10]=[CH:9][C:8]([O:11][CH2:12][C:13]([F:19])([F:18])[C:14]([F:17])([F:16])[F:15])=[CH:7][N:6]=1)=[O:4].[OH-].[Li+]>>[F:19][C:13]([F:18])([C:14]([F:15])([F:16])[F:17])[CH2:12][O:11][C:8]1[CH:9]=[CH:10][C:5]([C:3]([OH:4])=[O:2])=[N:6][CH:7]=1 |f:1.2|. Procedure details: In a manner analogous to that described in example 17b), the hydrolysis of the 5-(2,2,3,3,3-pentafluoro-propoxy)-pyridine-2-carboxylic acid methyl ester with lithium hydroxide yielded the 5-(2,2,3,3,3-pentafluoro-propoxy)-pyridine-2-carboxylic acid as a white solid. MS (ISP): m/z=271 [M+H]+.